This data is from the Open Reaction Database (ORD), a public repository of structured organic reaction records. The task is: describe an organic reaction: reactants, conditions, products, and yield Starting materials: O, CC1N(C(=O)OCc2ccccc2)CCC1(O)C(F)(F)F. Yields the product CC1NCCC1(O)C(F)(F)F. As a reaction SMILES: [OH2:22].[OH:1][C:2]1([C:18]([F:19])([F:20])[F:21])[CH:3]([CH3:17])[N:4]([C:7]([O:8][CH2:9][c:10]2[cH:11][cH:12][cH:13][cH:14][cH:15]2)=[O:16])[CH2:5][CH2:6]1>>[OH:1][C:2]1([C:18]([F:19])([F:20])[F:21])[CH:3]([CH3:17])[NH:4][CH2:5][CH2:6]1. The reactants are COC(C1=CC(=C(C=C1)NC)[N+](=O)[O-])=O (4-methylamino-3-nitro-benzoic acid methyl ester). The reagents and catalysts are [Pd] (Pd/C). Yields the product COC(C1=CC(=C(C=C1)NC)N)=O (3-amino-4-methylamino-benzoic acid methyl ester). Yield: 96.1%. Reaction SMILES: [CH3:1][O:2][C:3](=[O:15])[C:4]1[CH:9]=[CH:8][C:7]([NH:10][CH3:11])=[C:6]([N+:12]([O-])=O)[CH:5]=1>[Pd]>[CH3:1][O:2][C:3](=[O:15])[C:4]1[CH:9]=[CH:8][C:7]([NH:10][CH3:11])=[C:6]([NH2:12])[CH:5]=1. Procedure: 3-amino-4-methylamino-benzoic acid methyl ester (677 mg) was prepared by following General Procedure B starting from 4-methylamino-3-nitro-benzoic acid methyl ester (822 mg) and Pd/C (10% by weight, 82 mg). The crude product was used in the next step without further purification.